Dataset: the Open Reaction Database (ORD), a public repository of structured organic reaction records. Task: describe an organic reaction: reactants, conditions, products, and yield The reactants are [O-]P(=O)([O-])[O-].[K+].[K+].[K+] (potassium phosphate tribasic), ClC1=CC2=C(C=N1)C=CN2C2CC2 (6-chloro-1-cyclopropyl-1H-pyrrolo[3,2-c]pyridine), C=C(C)C1=CC=C(C(=O)N)C=C1 (4-(prop-1-en-2-yl)benzamide), C(C)(C)(C)P(C1=C(C(=C(C(=C1C)C)C)C)C1=C(C=C(C=C1C(C)C)C(C)C)C(C)C)C(C)(C)C (2-di-tert-butylphosphino-3,4,5,6-tetramethyl-2′,4′,6′-triisopropyl-1,1′-biphenyl). The reagents and catalysts are C(C)(=O)[O-].[Pd+2].C(C)(=O)[O-] (palladium (II) acetate). The solvent is O1CCOCC1 (1,4-dioxane), C(C)(C)(C)O (t-butanol). Conditions: temperature 130 celsius. Yields the product C1(CC1)N1C=CC=2C=NC(=CC21)NC(C2=CC=C(C=C2)C(=C)C)=O (N-(1-cyclopropyl-1H-pyrrolo[3,2-c]pyridin-6-yl)-4-(prop-1-en-2-yl)benzamide). The yield is 41.4%. RXN SMILES: Cl[C:2]1[N:7]=[CH:6][C:5]2[CH:8]=[CH:9][N:10]([CH:11]3[CH2:13][CH2:12]3)[C:4]=2[CH:3]=1.[CH2:14]=[C:15]([C:17]1[CH:25]=[CH:24][C:20]([C:21]([NH2:23])=[O:22])=[CH:19][CH:18]=1)[CH3:16].C(P(C(C)(C)C)C1C(C)=C(C)C(C)=C(C)C=1C1C(C(C)C)=CC(C(C)C)=CC=1C(C)C)(C)(C)C.[O-]P([O-])([O-])=O.[K+].[K+].[K+]>C([O-])(=O)C.[Pd+2].C([O-])(=O)C.C(O)(C)(C)C.O1CCOCC1>[CH:11]1([N:10]2[C:4]3[CH:3]=[C:2]([NH:23][C:21](=[O:22])[C:20]4[CH:24]=[CH:25][C:17]([C:15]([CH3:16])=[CH2:14])=[CH:18][CH:19]=4)[N:7]=[CH:6][C:5]=3[CH:8]=[CH:9]2)[CH2:13][CH2:12]1 |f:3.4.5.6,7.8.9|. Reported procedure: In a 500 ml pressure vessel, 6-chloro-1-cyclopropyl-1H-pyrrolo[3,2-c]pyridine (7A, 6.2 g, 32 mmol), 4-(prop-1-en-2-yl)benzamide (6.2 g, 39 mmol), palladium (II) acetate (0.29 g, 1.3 mmol), and 2-di-tert-butylphosphino-3,4,5,6-tetramethyl-2′,4′,6′-triisopropyl-1,1′-biphenyl (2.2 g, 3.9 mmol) were added. Ground-up potassium phosphate tribasic (15 g, 45 mmol) was then added, followed by 1,4-dioxane (130 ml) and t-butanol (32 ml). The vessel was purged with nitrogen for 30 min, before being sealed a... The reactants are CCN(CC)CCCNc1n[nH]c2ccccc12, N, O, O=S(=O)(O)O. Yields the product CCN(CC)CCCNc1n[nH]c2ccc(N)cc12. Reaction SMILES: [CH2:1]([CH3:2])[N:3]([CH2:4][CH2:5][CH2:6][NH:7][c:8]1[n:9][nH:10][c:11]2[cH:12][cH:13][cH:14][cH:15][c:16]12)[CH2:17][CH3:18].[NH3:20].[OH2:19].[S:21](=[O:22])(=[O:23])([OH:24])[OH:25]>>[CH2:1]([CH3:2])[N:3]([CH2:4][CH2:5][CH2:6][NH:7][c:8]1[n:9][nH:10][c:11]2[cH:12][cH:13][c:14]([NH2:20])[cH:15][c:16]12)[CH2:17][CH3:18]. Reactants: C(CCCCCCCCCCC)(=O)O[C@@H](CSC[C@@H](C(NCCCOCCOCCOCCCNC(C(CSC(C1=CC=CC=C1)(C1=CC=CC=C1)C1=CC=CC=C1)N)=O)=O)N)COC(CCCCCCCCCCC)=O ((22R,26R)-4,22-diamino-5,21-dioxo-1,1,1-triphenyl-10,13,16-trioxa-2,24-dithia-6,20-diazaheptacosane-26,27-diyl didodecanoate), C(C)(C)[SiH](C(C)C)C(C)C (triisopropylsilane). Solvent: C(=O)(C(F)(F)F)O (TFA). Product: C(CCCCCCCCCCC)(=O)O[C@@H](CSC[C@@H](C(NCCCOCCOCCOCCCNC(C(CS)N)=O)=O)N)COC(CCCCCCCCCCC)=O ((20R,24R)-2,20-diamino-1-mercapto-3,19-dioxo-8,11,14-trioxa-22-thia-4,18-diazapentacosane-24,25-diyl didodecanoate). As a reaction SMILES: [C:1]([O:14][C@H:15]([CH2:63][O:64][C:65](=[O:77])[CH2:66][CH2:67][CH2:68][CH2:69][CH2:70][CH2:71][CH2:72][CH2:73][CH2:74][CH2:75][CH3:76])[CH2:16][S:17][CH2:18][C@H:19]([NH2:62])[C:20](=[O:61])[NH:21][CH2:22][CH2:23][CH2:24][O:25][CH2:26][CH2:27][O:28][CH2:29][CH2:30][O:31][CH2:32][CH2:33][CH2:34][NH:35][C:36](=[O:60])[CH:37]([NH2:59])[CH2:38][S:39]C(C1C=CC=CC=1)(C1C=CC=CC=1)C1C=CC=CC=1)(=[O:13])[CH2:2][CH2:3][CH2:4][CH2:5][CH2:6][CH2:7][CH2:8][CH2:9][CH2:10][CH2:11][CH3:12].C([SiH](C(C)C)C(C)C)(C)C>C(O)(C(F)(F)F)=O>[C:1]([O:14][C@H:15]([CH2:63][O:64][C:65](=[O:77])[CH2:66][CH2:67][CH2:68][CH2:69][CH2:70][CH2:71][CH2:72][CH2:73][CH2:74][CH2:75][CH3:76])[CH2:16][S:17][CH2:18][C@H:19]([NH2:62])[C:20](=[O:61])[NH:21][CH2:22][CH2:23][CH2:24][O:25][CH2:26][CH2:27][O:28][CH2:29][CH2:30][O:31][CH2:32][CH2:33][CH2:34][NH:35][C:36](=[O:60])[CH:37]([NH2:59])[CH2:38][SH:39])(=[O:13])[CH2:2][CH2:3][CH2:4][CH2:5][CH2:6][CH2:7][CH2:8][CH2:9][CH2:10][CH2:11][CH3:12]. Procedure details: (22R,26R)-4,22-diamino-5,21-dioxo-1,1,1-triphenyl-10,13,16-trioxa-2,24-dithia-6,20-diazaheptacosane-26,27-diyl didodecanoate was stirred in TFA (0.1 M) containing 5% triisopropylsilane at room temperature for 4 hours. The reaction was concentrated and purified by flash chromatography on an ISCO COMBIFLASH® system using a 0-20% MeOH/DCM gradient (20R,24R)-2,20-diamino-1-mercapto-3,19-dioxo-8,11,14-trioxa-22-thia-4,18-diazapentacosane-24,25-diyl didodecanoate. 1H NMR (DMSO d-6): δ 8.51 (t, 1H), 8.... Reactants: CN (Methylamine), ClC1=NC(=NC(=C1[N+](=O)[O-])Cl)C (4,6-Dichloro-2-methyl-5-nitropyrimidine). Run in CCCCCC (Hexane). Run at time 1 hour. The product is NC1=C(C(=NC(N1C)C)Cl)[N+](=O)[O-] (6-Amino-4-chloro-2,N-dimethyl-5-nitropyrimidine). Reaction SMILES: [CH3:1][NH2:2].[Cl:3][C:4]1[C:9]([N+:10]([O-:12])=[O:11])=[C:8](Cl)[N:7]=[C:6]([CH3:14])[N:5]=1>CCCCCC>[NH2:2][C:1]1[N:7]([CH3:8])[CH:6]([CH3:14])[N:5]=[C:4]([Cl:3])[C:9]=1[N+:10]([O-:12])=[O:11]. Reported procedure: A solution of Methylamine (15.4 mL 1M in THF, diluted with 10 mL of hexane) is added dropwise to a solution of 4,6-Dichloro-2-methyl-5-nitropyrimidine (3.2 g, 15.4 mmol) in Hexane (30 mL). After addition, the reaction mixture is stirred at room temperature for one hour, and concentrated in vacuo to a solid. After the solid is dissolved in 50 mL of CH2Cl2, the resultant solution is washed with 0.1 N HCl (20 mL) and water (20 mL), dried over Na2SO4 and concentrated to a yellow solid. 1H NMR (CDCl3... Run at temperature 100 celsius. Product: Cl.ClC1=CC=C(C(=O)N2N=C(C3=CC=C(C=C23)F)C2CCN(CC2)CC)C=C1 (1-(4-Chlorobenzoyl)-3-(1-ethyl-4-piperidinyl)-6-fluoro-1H-indazole hydrochloride). Starting materials: C(C)N1CCC(CC1)C1=NNC2=CC(=CC=C12)F (3-(1-ethyl-4-piperidinyl)-6-fluoro-1H-indazole), ClC1=CC=C(C(=O)Cl)C=C1 (4-chlorobenzoyl chloride). Solvent: CCOCC (Ether). Reaction SMILES: [CH2:1]([N:3]1[CH2:8][CH2:7][CH:6]([C:9]2[C:17]3[C:12](=[CH:13][C:14]([F:18])=[CH:15][CH:16]=3)[NH:11][N:10]=2)[CH2:5][CH2:4]1)[CH3:2].[Cl:19][C:20]1[CH:28]=[CH:27][C:23]([C:24](Cl)=[O:25])=[CH:22][CH:21]=1>CCOCC>[ClH:19].[Cl:19][C:20]1[CH:28]=[CH:27][C:23]([C:24]([N:11]2[C:12]3[C:17](=[CH:16][CH:15]=[C:14]([F:18])[CH:13]=3)[C:9]([CH:6]3[CH2:7][CH2:8][N:3]([CH2:1][CH3:2])[CH2:4][CH2:5]3)=[N:10]2)=[O:25])=[CH:22][CH:21]=1 |f:3.4|. The yield is 57.0%. Reported procedure: A mixture of 3.0 g of 3-(1-ethyl-4-piperidinyl)-6-fluoro-1H-indazole and 8 ml of 4-chlorobenzoyl chloride was heated at 100° C. in a steam bath for 4 hrs. Ether was added and the solid was collected. The solid was recrystallized twice from ethanol-ether to yield 2.9 g (57%) of product, mp 240°-242° C. The reactants are CC(C)(C)N, CCO, C=CCCCCNC(=O)c1cnc(OCC2CO2)s1. The product is C=CCCCCNC(=O)c1cnc(OCC(O)CNC(C)(C)C)s1. As a reaction SMILES: [C:20]([CH3:21])([CH3:22])([CH3:23])[NH2:24].[CH3:25][CH2:26][OH:27].[O:1]1[CH2:2][CH:3]1[CH2:4][O:5][c:6]1[s:7][c:8]([C:11](=[O:12])[NH:13][CH2:14][CH2:15][CH2:16][CH2:17][CH:18]=[CH2:19])[cH:9][n:10]1>>[OH:1][CH:3]([CH2:2][NH:24][C:20]([CH3:21])([CH3:22])[CH3:23])[CH2:4][O:5][c:6]1[s:7][c:8]([C:11](=[O:12])[NH:13][CH2:14][CH2:15][CH2:16][CH2:17][CH:18]=[CH2:19])[cH:9][n:10]1. The reactants are COC(=O)C=1C=CC=C2C=CNC12 (methyl-indole-7-carboxylate), C(C)[Mg]Br (ethylmagnesium bromide), CC1(C(C1(C)C)C(=O)Cl)C (2,2,3,3-tetramethylcyclopropanecarbonyl chloride). Reagents/catalysts: [Cl-].[Zn+2].[Cl-] (zinc chloride). Solvent: ClCCl (dichloromethane). The product is COC(=O)C=1C=CC=C2C(=CNC12)C(=O)C1C(C1(C)C)(C)C (3-(2,2,3,3-Tetramethyl-cyclopropanecarbonyl)-1H-indole-7-carboxylic acid methyl ester). The yield is 63.2%. RXN SMILES: [CH3:1][O:2][C:3]([C:5]1[CH:6]=[CH:7][CH:8]=[C:9]2[C:13]=1[NH:12][CH:11]=[CH:10]2)=[O:4].C([Mg]Br)C.[CH3:18][C:19]1([CH3:27])[C:21]([CH3:23])([CH3:22])[CH:20]1[C:24](Cl)=[O:25]>ClCCl.[Cl-].[Zn+2].[Cl-]>[CH3:1][O:2][C:3]([C:5]1[CH:6]=[CH:7][CH:8]=[C:9]2[C:13]=1[NH:12][CH:11]=[C:10]2[C:24]([CH:20]1[C:21]([CH3:23])([CH3:22])[C:19]1([CH3:27])[CH3:18])=[O:25])=[O:4] |f:4.5.6|. Reported procedure: A mixture of methyl-indole-7-carboxylate (Maybridge, 1.0 g, 5.7 mmol), ethylmagnesium bromide (1.0 M solution in THF, 6.9 mL, 6.9 mmol), zinc chloride (1.0 M solution in Et2O, 6.9 mL, 6.9 mmol) and the product of Example 1A (7.4 mmol) in 25 mL of dichloromethane was processed as described in Example 1B to provide the title compound (1.1 g, 3.6 mmol, 63% yield). MS (DCI/NH3) m/z 300 (M+H)+. Starting materials: C(C)OC(=O)C=1C=NC2=C(C=CC=C2C1Cl)OC (4-Chloro-8-methoxy-3-quinolinecarboxylic acid ethyl ester), NC1=CC=C(C=O)C=C1 (4-aminobenzaldehyde), Cl (HCl). Solvent: CN(C)C=O (DMF). Run at temperature 90 celsius. Product: C(C)OC(=O)C=1C=NC2=C(C=CC=C2C1NC1=CC=C(C=C1)C=O)OC (4-[(4-Formylphenyl)amino]-8-methoxy-3-quinoline-carboxylic acid ethyl ester). Isolated yield 57.0%. RXN SMILES: [CH2:1]([O:3][C:4]([C:6]1[CH:7]=[N:8][C:9]2[C:14]([C:15]=1Cl)=[CH:13][CH:12]=[CH:11][C:10]=2[O:17][CH3:18])=[O:5])[CH3:2].[NH2:19][C:20]1[CH:27]=[CH:26][C:23]([CH:24]=[O:25])=[CH:22][CH:21]=1.Cl>CN(C=O)C>[CH2:1]([O:3][C:4]([C:6]1[CH:7]=[N:8][C:9]2[C:14]([C:15]=1[NH:19][C:20]1[CH:27]=[CH:26][C:23]([CH:24]=[O:25])=[CH:22][CH:21]=1)=[CH:13][CH:12]=[CH:11][C:10]=2[O:17][CH3:18])=[O:5])[CH3:2]. Reported procedure: 4-Chloro-8-methoxy-3-quinolinecarboxylic acid ethyl ester (10.62 g, 40 mmol) and 4-aminobenzaldehyde (4.85 g, 40 mmol) were suspended in dry DMF (100 mL) and treated dropwise with concentrated HCl (aq) (3.3. mL, 40 mmol). The mixture was heated at 90° C. for 40 min. After dilution with methylene chloride (800 mL) the reaction mixture was extracted with 1N NaOH (200 mL) and water (3×200 mL) and the dried (MgSO4) organic phase evaporated to a yellow oil. Crystallization from a minimum amount of et... The reactants are FC=1C=C(C=C(C1)F)O (3,5-difluorophenol), C(C=C)Br (allyl bromide), C(=O)([O-])[O-].[K+].[K+] (K2CO3). Run in CC(=O)C (acetone), O (water). The product is C(C=C)C1=C(C(=CC(=C1)F)F)O (2-Allyl-4,6-difluorophenol). Yield: 101.9%. Reaction SMILES: [F:1][C:2]1[CH:3]=[C:4](O)[CH:5]=[C:6]([F:8])[CH:7]=1.[CH2:10](Br)[CH:11]=[CH2:12].C([O-])([O-])=[O:15].[K+].[K+]>CC(C)=O.O>[CH2:10]([C:4]1[CH:3]=[C:2]([F:1])[CH:7]=[C:6]([F:8])[C:5]=1[OH:15])[CH:11]=[CH2:12] |f:2.3.4|. Reported procedure: 3,5-difluorophenol (3.9 grams, 30 mmol), allyl bromide (3.4 mL, 39 mmol) and K2CO3 (12.4 grams, 90 mmol) were suspended in 75 mL acetone and the mixture was refluxed overnight. The mixture was diluted with water and extracted with EtOAc. The organic was dried over sodium sulfate and concentrated. 5.5 grams of crude allyl-3,5-difluorophenylether. The oil was heated to reflux for 6 h then cooled to room temperature. Flash chromatography (150 g silica, 1011 Hexane/EtOAc) afforded 5.2 grams (100%) o...